Dataset: the Open Reaction Database (ORD), a public repository of structured organic reaction records. Task: describe an organic reaction: reactants, conditions, products, and yield Reactants: C(C1=CC=CC=C1)OC(=O)N[C@@H]1[C@@H](CN(CC1)C=1C=C(C(=NC1)C)C(=O)OC)OC (Methyl cis(±)-5-(4-{[(benzyloxy)carbonyl]amino}-3-methoxypiperidin-1-yl)-2-methylpyridine-3-carboxylate). Reagents/catalysts: [C].[Pd] (palladium-carbon). Product: N[C@@H]1[C@@H](CN(CC1)C=1C=C(C(=NC1)C)C(=O)OC)OC (Methyl cis(±)-5-(4-amino-3-methoxypiperidin-1-yl)-2-methylpyridine-3-carboxylate). Yield: 74.3%. Reaction SMILES: C(OC([NH:11][C@H:12]1[CH2:17][CH2:16][N:15]([C:18]2[CH:19]=[C:20]([C:25]([O:27][CH3:28])=[O:26])[C:21]([CH3:24])=[N:22][CH:23]=2)[CH2:14][C@H:13]1[O:29][CH3:30])=O)C1C=CC=CC=1>[C].[Pd]>[NH2:11][C@H:12]1[CH2:17][CH2:16][N:15]([C:18]2[CH:19]=[C:20]([C:25]([O:27][CH3:28])=[O:26])[C:21]([CH3:24])=[N:22][CH:23]=2)[CH2:14][C@H:13]1[O:29][CH3:30] |f:1.2|. Reported procedure: The same operation as in Example (160c) was performed using methyl cis(±)-5-(4-{[(benzyloxy)carbonyl]amino}-3-methoxypiperidin-1-yl)-2-methylpyridine-3-carboxylate obtained in Example (171a) (225 mg) and a 10% palladium-carbon catalyst (250 mg), to obtain 113 mg of the title compound as a yellow oily substance. The resulting compound was used for the next reaction without purification.